From a dataset of the Open Reaction Database (ORD), a public repository of structured organic reaction records. describe an organic reaction: reactants, conditions, products, and yield Starting materials: CN(C)C=O (DMF), [OH-].[Na+] (sodium hydroxide), IC1=CC(=CC=2C=COC21)[N+](=O)[O-] (7-Iodo-5-nitrobenzofuran), C(CCC)[Sn](C1=CC=NC=C1)(CCCC)CCCC (4-tributylstannylpyridine), dichlorobis(triphenylphosphine) palladium(II). The reagents and catalysts are [Cu]I (copper(I)iodide). Solvent: C(Cl)(Cl)Cl (Chloroform). Run at temperature 100 celsius, time 15 minute. The product is [N+](=O)([O-])C=1C=C(C2=C(C=CO2)C1)C1=CC=NC=C1 (4-(5-Nitro-1-benzofuran-7-yl)pyridine). Reaction SMILES: I[C:2]1[C:10]2[O:9][CH:8]=[CH:7][C:6]=2[CH:5]=[C:4]([N+:11]([O-:13])=[O:12])[CH:3]=1.C([Sn](CCCC)(CCCC)[C:19]1[CH:24]=[CH:23][N:22]=[CH:21][CH:20]=1)CCC.CN(C=O)C.[OH-].[Na+]>[Cu]I.C(Cl)(Cl)Cl>[N+:11]([C:4]1[CH:3]=[C:2]([C:19]2[CH:24]=[CH:23][N:22]=[CH:21][CH:20]=2)[C:10]2[O:9][CH:8]=[CH:7][C:6]=2[CH:5]=1)([O-:13])=[O:12] |f:3.4|. Procedure details: 7-Iodo-5-nitrobenzofuran (2.00 g, 0.00692 mol), 4-tributylstannylpyridine (2.80 g, 0.00761 mol), copper(I)iodide (132 mg, 0.692 mmol) and dichlorobis(triphenylphosphine) palladium(II) (49 mg, 0.0692 mmol) were added to a 50 mL test tube followed by DMF (20 mL). The mixture was heated at 100° C. overnight in a StemBlock. After cooling to room temperature, aqueous sodium hydroxide (2 M; 4 mL) was added and the solution was stirred for 15 min. Chloroform (20 mL) was added and the mixture was filter... Starting materials: O1C(=CC=C1)C1=CC=C(C=C1)\C(=C/CO)\C1=CC=CC=C1 ((Z)-3-(4-furan-2-yl-phenyl)-3-phenyl-prop-2-en-1-ol), C(CCC)P(CCCC)CCCC (tributylphosphine), C(C)OC([C@H](CC1=CC=C(C=C1)O)OCC)=O ((2S)-2-ethoxy-3-(4-hydroxy-phenyl)-propionic acid ethyl ester), azodicarboxylic dipiperidide. The solvent is C1=CC=CC=C1 (benzene). Yields the product C(C)OC([C@H](CC1=CC=C(C=C1)OC\C=C(\C1=CC=CC=C1)/C1=CC=C(C=C1)C=1OC=CC1)OCC)=O ((Z)-(2S)-2-Ethoxy-3-{4-[3-(4-furan-2-yl-phenyl)-3-phenyl-allyloxy]-phenyl}-propionic acid ethyl ester). Yield: 48.0%. RXN SMILES: [O:1]1[CH:5]=[CH:4][CH:3]=[C:2]1[C:6]1[CH:11]=[CH:10][C:9](/[C:12](/[C:16]2[CH:21]=[CH:20][CH:19]=[CH:18][CH:17]=2)=[CH:13]\[CH2:14][OH:15])=[CH:8][CH:7]=1.C(P(CCCC)CCCC)CCC.[CH2:35]([O:37][C:38](=[O:51])[C@@H:39]([O:48][CH2:49][CH3:50])[CH2:40][C:41]1[CH:46]=[CH:45][C:44](O)=[CH:43][CH:42]=1)[CH3:36]>C1C=CC=CC=1>[CH2:35]([O:37][C:38](=[O:51])[C@@H:39]([O:48][CH2:49][CH3:50])[CH2:40][C:41]1[CH:46]=[CH:45][C:44]([O:15][CH2:14]/[CH:13]=[C:12](\[C:9]2[CH:10]=[CH:11][C:6]([C:2]3[O:1][CH:5]=[CH:4][CH:3]=3)=[CH:7][CH:8]=2)/[C:16]2[CH:17]=[CH:18][CH:19]=[CH:20][CH:21]=2)=[CH:43][CH:42]=1)[CH3:36]. Procedure: Reaction of (Z)-3-(4-furan-2-yl-phenyl)-3-phenyl-prop-2-en-1-ol (300 mg, 1.09 mmol), tributylphosphine (0.40 ml, 1.64 mmol), (2S)-2-ethoxy-3-(4-hydroxy-phenyl)-propionic acid ethyl ester (286 mg, 1.20 mmol) and azodicarboxylic dipiperidide (413 mg, 1.64 mmol) in benzene in an identical manner to example 3 gave the title compound (260 mg, 48%). The reactants are C1(CC1)C1(CC1)N(C(C(CNC(OC(C)(C)C)=O)CC1=CC=C(C=C1)OCCOC1=C(C=C(C=C1Cl)C)Cl)=O)CC1=CC(=CC(=C1)CCCOC)O (tert-Butyl (3-{cyclopropyl[3-hydroxy-5-(3-methoxypropyl)benzyl](cyclopropyl)amino}-2-{4-[2-(2,6-dichloro-4-methylphenoxy)ethoxy]benzyl}-3-oxopropyl)carbamate), N1=C(C=CC=C1)CCO (2-pyridin-2-ylethanol), N(=NC(=O)N1CCCCC1)C(=O)N1CCCCC1 (1,1′-(azodicarbonyl)-dipiperidine), C(CCC)P(CCCC)CCCC (tributylphosphine). Solvent: C1(=CC=CC=C1)C (toluene), CCOCC (ether). Run at temperature 100 celsius. Yields the product C1(CC1)N(C(C(CNC(OC(C)(C)C)=O)CC1=CC=C(C=C1)OCCOC1=C(C=C(C=C1Cl)C)Cl)=O)CC1=CC(=CC(=C1)OCCC1=NC=CC=C1)CCCOC (tert-Butyl (3-{cyclopropyl[3-(3-methoxypropyl)-5-(2-pyridin-2-ylethoxy)benzyl]amino}-2-{4-[2-(2,6-dichloro-4-methylphenoxy)ethoxy]benzyl}-3-oxopropyl)carbamate). RXN SMILES: C1([C:4]2([N:7]([CH2:40][C:41]3[CH:46]=[C:45]([CH2:47][CH2:48][CH2:49][O:50][CH3:51])[CH:44]=[C:43]([OH:52])[CH:42]=3)[C:8](=[O:39])[CH:9]([CH2:19][C:20]3[CH:25]=[CH:24][C:23]([O:26][CH2:27][CH2:28][O:29][C:30]4[C:35]([Cl:36])=[CH:34][C:33]([CH3:37])=[CH:32][C:31]=4[Cl:38])=[CH:22][CH:21]=3)[CH2:10][NH:11][C:12](=[O:18])[O:13][C:14]([CH3:17])([CH3:16])[CH3:15])[CH2:6][CH2:5]2)CC1.[N:53]1[CH:58]=[CH:57][CH:56]=[CH:55][C:54]=1[CH2:59][CH2:60]O.N(C(N1CCCCC1)=O)=NC(N1CCCCC1)=O.C(P(CCCC)CCCC)CCC>C1(C)C=CC=CC=1.CCOCC>[CH:4]1([N:7]([CH2:40][C:41]2[CH:42]=[C:43]([O:52][CH2:60][CH2:59][C:54]3[CH:55]=[CH:56][CH:57]=[CH:58][N:53]=3)[CH:44]=[C:45]([CH2:47][CH2:48][CH2:49][O:50][CH3:51])[CH:46]=2)[C:8](=[O:39])[CH:9]([CH2:19][C:20]2[CH:25]=[CH:24][C:23]([O:26][CH2:27][CH2:28][O:29][C:30]3[C:35]([Cl:36])=[CH:34][C:33]([CH3:37])=[CH:32][C:31]=3[Cl:38])=[CH:22][CH:21]=2)[CH2:10][NH:11][C:12](=[O:18])[O:13][C:14]([CH3:16])([CH3:17])[CH3:15])[CH2:5][CH2:6]1. Procedure: To a solution of tert-butyl (3-{cyclopropyl[3-hydroxy-5-(3-methoxypropyl)benzyl] (cyclopropyl)amino}-2-{4-[2-(2,6-dichloro-4-methylphenoxy)ethoxy]benzyl}-3-oxopropyl)carbamate from Example 70, Step 2 (1 eq.) in toluene (0.1 M) was added 2-pyridin-2-ylethanol (1.2 eq.) and 1,1′-(azodicarbonyl)-dipiperidine (1.2 eq.). The resulting orange solution was deoxygenated before tributylphosphine (1.2 eq.) was added. The now yellow-orange solution was heated at 100° C. for 14 h. The reaction mixture was c...